Dataset: the Open Reaction Database (ORD), a public repository of structured organic reaction records. Task: describe an organic reaction: reactants, conditions, products, and yield Starting materials: C1CCOC1, FC(F)(F)c1ccc(Cl)nc1, [H-], [Na+], Cc1ccc(-c2c(NS(=O)(=O)CCc3ccccc3)ncnc2OCCO)cc1. The product is Cc1ccc(-c2c(NS(=O)(=O)CCc3ccccc3)ncnc2OCCOc2ccc(C(F)(F)F)cn2)cc1. Reaction SMILES: [CH2:43]1[O:44][CH2:45][CH2:46][CH2:47]1.[Cl:32][c:33]1[n:34][cH:35][c:36]([C:39]([F:40])([F:41])[F:42])[cH:37][cH:38]1.[H-:1].[Na+:2].[OH:3][CH2:4][CH2:5][O:6][c:7]1[c:8](-[c:25]2[cH:26][cH:27][c:28]([CH3:31])[cH:29][cH:30]2)[c:9]([NH:13][S:14](=[O:15])(=[O:16])[CH2:17][CH2:18][c:19]2[cH:20][cH:21][cH:22][cH:23][cH:24]2)[n:10][cH:11][n:12]1>>[O:3]([CH2:4][CH2:5][O:6][c:7]1[c:8](-[c:25]2[cH:26][cH:27][c:28]([CH3:31])[cH:29][cH:30]2)[c:9]([NH:13][S:14](=[O:15])(=[O:16])[CH2:17][CH2:18][c:19]2[cH:20][cH:21][cH:22][cH:23][cH:24]2)[n:10][cH:11][n:12]1)[c:33]1[n:34][cH:35][c:36]([C:39]([F:40])([F:41])[F:42])[cH:37][cH:38]1. Starting materials: CN(C)C=O (DMF), ClCCCOC=1C=C2C(=NC=NC2=CC1OC)Cl (6-(3-chloropropoxy)-7-methoxy-4-chloro quinazoline), N1CCOCC1 (morpholine), C(Cl)Cl (methylene chloride). Run in O (water). The product is O1CCN(CC1)CCCOC=1C=C2C(=NC=NC2=CC1OC)Cl (6-(3-morpholino propoxy)-7-methoxy-4-chloroquinazoline). Yield: 85.0%. RXN SMILES: CN(C=O)C.Cl[CH2:7][CH2:8][CH2:9][O:10][C:11]1[CH:12]=[C:13]2[C:18](=[CH:19][C:20]=1[O:21][CH3:22])[N:17]=[CH:16][N:15]=[C:14]2[Cl:23].[NH:24]1[CH2:29][CH2:28][O:27][CH2:26][CH2:25]1.C(Cl)Cl>O>[O:27]1[CH2:28][CH2:29][N:24]([CH2:7][CH2:8][CH2:9][O:10][C:11]2[CH:12]=[C:13]3[C:18](=[CH:19][C:20]=2[O:21][CH3:22])[N:17]=[CH:16][N:15]=[C:14]3[Cl:23])[CH2:25][CH2:26]1. Reported procedure: DMF (3 lt), 6-(3-chloropropoxy)-7-methoxy-4-chloro quinazoline (200 gm) and morpholine (210 gm), were heated to 70-75° C. for 6-8 hours. The reaction mass was cooled to room temperature, and methylene chloride (2.5 lt) and water (2.5 lt) were charged. The layers separated and the aqueous layer extracted with methylene chloride twice (500 ml). The combined methylene chloride layer was washed with water, dried over sodium sulphate (10 gm) and concentrated completely at 35-40° C. to yield the title... The reactants are C1(=CC=CC=C1)C=1C(=NC=2C=CNC(C2C1)=O)C1=CC=C(C=C1)CN1CCC(CC1)C1=NNC(=N1)C1=NC=CC=C1 (3-phenyl-2-(4-{[4-(5-pyridin-2-yl-1H-1,2,4-triazol-3-yl)piperidin-1-yl]methyl}phenyl)-1,6-naphthyridin-5(6H)-one), O=P(Cl)(Cl)Cl (POCl3), CN(C)C=O (DMF), C(=O)(O)[O-].[Na+] (NaHCO3). The solvent is O (H2O). Run at temperature 130 celsius. Yields the product ClC1=C2C=C(C(=NC2=CC=N1)C1=CC=C(C=C1)CN1CCC(CC1)C1=NN=C(N1)C1=NC=CC=C1)C1=CC=CC=C1 (5-Chloro-3-phenyl-2-{4-[4-(5-pyridin-2-yl-4H-[1,2,4]triazol-3-yl)-piperidin-1-ylmethyl]-phenyl}-[1,6]naphthyridine). As a reaction SMILES: [C:1]1([C:7]2[C:8]([C:18]3[CH:23]=[CH:22][C:21]([CH2:24][N:25]4[CH2:30][CH2:29][CH:28]([C:31]5[N:35]=[C:34]([C:36]6[CH:41]=[CH:40][CH:39]=[CH:38][N:37]=6)[NH:33][N:32]=5)[CH2:27][CH2:26]4)=[CH:20][CH:19]=3)=[N:9][C:10]3[CH:11]=[CH:12][NH:13][C:14](=O)[C:15]=3[CH:16]=2)[CH:6]=[CH:5][CH:4]=[CH:3][CH:2]=1.O=P(Cl)(Cl)[Cl:44].CN(C=O)C.C([O-])(O)=O.[Na+]>O>[Cl:44][C:14]1[N:13]=[CH:12][CH:11]=[C:10]2[C:15]=1[CH:16]=[C:7]([C:1]1[CH:6]=[CH:5][CH:4]=[CH:3][CH:2]=1)[C:8]([C:18]1[CH:19]=[CH:20][C:21]([CH2:24][N:25]3[CH2:26][CH2:27][CH:28]([C:31]4[NH:35][C:34]([C:36]5[CH:41]=[CH:40][CH:39]=[CH:38][N:37]=5)=[N:33][N:32]=4)[CH2:29][CH2:30]3)=[CH:22][CH:23]=1)=[N:9]2 |f:3.4|. Reported procedure: A mixture of 8-7 (5.5 g, 10.2 mmol) and POCl3 (50.0 g, 326.1 mmol) and DMF (0.3 g, 4.1 mmol) was heated to reflux at 130° C. for 3 hr. The reaction mixture was cooled and concentrated to remove POCl3. 40 mL Toluene was added and concentrated to obtain a solid. To the solid was added 50 mL H2O and 40 mL NaHCO3 (saturated) and 20 mL 1NNaOH to pH=9. The mixture was stirred to precipitate a solid which was collected via filtration as the desired product 8-8. It was washed by water and CH3CN and drie... Reactants: peracid, C(O)([O-])=O.[Na+] (sodium hydrogencarbonate), ClC1=CC(=CC=C1)C(=O)OO (m-chloro-perbenzoic acid), S(=O)([O-])[O-].[Na+].[Na+] (sodium sulfite), COC=1C(=CC2=C(C=C(CCS2)C(=O)N2CCN(CC2)C(C2=CC(=C(C(=C2)OC)OC)OC)=O)C1)OC (1-(7,8-dimethoxy-2,3-dihydro-1-benzothiepin-4-carbonyl)-4-(3,4,5-trimethoxybenzoyl)piperazine). The solvent is C(Cl)Cl (methylene chloride). Run at time 15 hour. The product is COC=1C(=CC2=C(C=C(CCS2(=O)=O)C(=O)N2CCN(CC2)C(C2=CC(=C(C(=C2)OC)OC)OC)=O)C1)OC (1-(7,8-dimethoxy-1,1-dioxo-2,3-dihydro-1-benzothiepin4-carbonyl)-4-(3,4,5-trimethoxybenzoyl)piperazine). As a reaction SMILES: [CH3:1][O:2][C:3]1[C:4]([O:36][CH3:37])=[CH:5][C:6]2S[CH2:11][CH2:10][C:9]([C:13]([N:15]3[CH2:20][CH2:19][N:18]([C:21](=[O:34])[C:22]4[CH:27]=[C:26]([O:28][CH3:29])[C:25]([O:30][CH3:31])=[C:24]([O:32][CH3:33])[CH:23]=4)[CH2:17][CH2:16]3)=[O:14])=[CH:8][C:7]=2[CH:35]=1.ClC1C=CC=C(C(OO)=O)C=1.[S:49]([O-:52])([O-])=[O:50].[Na+].[Na+].C(=O)([O-])O.[Na+]>C(Cl)Cl>[CH3:1][O:2][C:3]1[C:4]([O:36][CH3:37])=[CH:5][C:6]2[S:49](=[O:52])(=[O:50])[CH2:11][CH2:10][C:9]([C:13]([N:15]3[CH2:20][CH2:19][N:18]([C:21](=[O:34])[C:22]4[CH:27]=[C:26]([O:28][CH3:29])[C:25]([O:30][CH3:31])=[C:24]([O:32][CH3:33])[CH:23]=4)[CH2:17][CH2:16]3)=[O:14])=[CH:8][C:7]=2[CH:35]=1 |f:2.3.4,5.6|. Procedure: In methylene chloride (10 ml) is dissolved 1-(7,8-dimethoxy-2,3-dihydro-1-benzothiepin-4-carbonyl)-4-(3,4,5-trimethoxybenzoyl)piperazine (1.6 g) obtained in Working Example 24. To the solution is added, while stirring under ice-cooling, m-chloro-perbenzoic acid (1.71 g) in limited amounts. The mixture is stirred for one hour, and then left standing at -5° C. for 15 hours. To the reaction mixture is added an aqueous solution of acid sodium sulfite to decompose the excess peracid. The resultant is... Starting materials: C(C)(C)C=1C=C(SC1C(C)C)C(=O)O (4,5-diisopropylthiophene-2-carboxylic acid), FC1=C(C(=O)OC)C=CC(=C1)N (methyl 2-fluoro-4-aminobenzoate). The product is FC1=C(C(=O)OC)C=CC(=C1)NC(=O)C=1SC(=C(C1)C(C)C)C(C)C (methyl 2-fluoro-4-[(4,5-diisopropylthiophene-2-carbonyl)amino]benzoate). The yield is 32.8%. Reaction SMILES: [CH:1]([C:4]1[CH:5]=[C:6]([C:12]([OH:14])=O)[S:7][C:8]=1[CH:9]([CH3:11])[CH3:10])([CH3:3])[CH3:2].[F:15][C:16]1[CH:25]=[C:24]([NH2:26])[CH:23]=[CH:22][C:17]=1[C:18]([O:20][CH3:21])=[O:19]>>[F:15][C:16]1[CH:25]=[C:24]([NH:26][C:12]([C:6]2[S:7][C:8]([CH:9]([CH3:10])[CH3:11])=[C:4]([CH:1]([CH3:2])[CH3:3])[CH:5]=2)=[O:14])[CH:23]=[CH:22][C:17]=1[C:18]([O:20][CH3:21])=[O:19]. Procedure details: In the same manner as that of Example 24, 4,5-diisopropylthiophene-2-carboxylic acid (80 mg, 0.377 mmol) and methyl 2-fluoro-4-aminobenzoate (115 mg, 0.680 mmol) were condensed, the reaction mixture was treated in a conventional manner, and then the residue was purified by silica gel chromatography [n-hexane-ethyl acetate (40:1)] and recrystallized to obtain methyl 2-fluoro-4-[(4,5-diisopropylthiophene-2-carbonyl)amino]benzoate (45 mg, 33%) as colorless prisms. The reactants are P(Cl)(Cl)(Cl)(Cl)Cl (Phosphorus pentachloride), C(CCCCCCCCCCCCC\C=C/CCCCCCCC)(=O)O (nervonic acid). Solvent: C(C)OCC (ethyl ether). Run at time 3 hour. The product is C(CCCCCCCCCCCCC\C=C/CCCCCCCC)(=O)Cl (z-15-tetracosenoyl chloride). As a reaction SMILES: P(Cl)(Cl)(Cl)(Cl)[Cl:2].[C:7]([OH:32])(=O)[CH2:8][CH2:9][CH2:10][CH2:11][CH2:12][CH2:13][CH2:14][CH2:15][CH2:16][CH2:17][CH2:18][CH2:19][CH2:20]/[CH:21]=[CH:22]\[CH2:23][CH2:24][CH2:25][CH2:26][CH2:27][CH2:28][CH2:29][CH3:30]>C(OCC)C>[C:7]([Cl:2])(=[O:32])[CH2:8][CH2:9][CH2:10][CH2:11][CH2:12][CH2:13][CH2:14][CH2:15][CH2:16][CH2:17][CH2:18][CH2:19][CH2:20]/[CH:21]=[CH:22]\[CH2:23][CH2:24][CH2:25][CH2:26][CH2:27][CH2:28][CH2:29][CH3:30]. Reported procedure: Phosphorus pentachloride (0.123 mol, 25.6 g) was added gradually to a solution of nervonic acid (available from Aldrich Chemicals) (0.123 mol, 45.0 g) in dry ethyl ether (225 mL, C=200 g.L−1). The mixture was stirred at room temperature under nitrogen for 3 h and concentrated to dryness to yield z-15-tetracosenoyl chloride as pale yellow, fairly viscous oil. The reactants are Cc1cc(Br)n(-c2ccccc2)n1, COCCOC, CC(C)S(=O)(=O)n1c(N)nc2ccc(B(O)O)cc21, [Na+], [Na+], O=C([O-])[O-], O. Yields the product Cc1cc(-c2ccc3nc(N)n(S(=O)(=O)C(C)C)c3c2)n(-c2ccccc2)n1. RXN SMILES: [Br:1][c:2]1[cH:3][c:4]([CH3:13])[n:5][n:6]1-[c:7]1[cH:8][cH:9][cH:10][cH:11][cH:12]1.[CH3:39][O:40][CH2:41][CH2:42][O:43][CH3:44].[CH:14]([CH3:15])([CH3:16])[S:17](=[O:18])(=[O:19])[n:20]1[c:21]([NH2:32])[n:22][c:23]2[c:24]1[cH:25][c:26]([B:29]([OH:30])[OH:31])[cH:27][cH:28]2.[Na+:33].[Na+:34].[O-:35][C:36](=[O:37])[O-:38].[OH2:45]>>[c:2]1(-[c:26]2[cH:25][c:24]3[n:20]([S:17]([CH:14]([CH3:15])[CH3:16])(=[O:18])=[O:19])[c:21]([NH2:32])[n:22][c:23]3[cH:28][cH:27]2)[cH:3][c:4]([CH3:13])[n:5][n:6]1-[c:7]1[cH:8][cH:9][cH:10][cH:11][cH:12]1. The reactants are OC=1C=C(N)C=CC1 (3-hydroxyaniline), ClC1=NC=C(C(=N1)NC1=NC=C(C=C1)C)F (2-chloro-5-fluoro-N4-(5-methylpyridin-2-yl)-4-pyrimidineamine). Product: FC=1C(=NC(=NC1)NC1=CC(=CC=C1)O)NC1=NC=C(C=C1)C (5-fluoro-N2-(3-hydroxyphenyl)-N4-(5-methylpyridin-2-yl)-2,4-pyrimidinediamine). RXN SMILES: [OH:1][C:2]1[CH:3]=[C:4]([CH:6]=[CH:7][CH:8]=1)[NH2:5].Cl[C:10]1[N:15]=[C:14]([NH:16][C:17]2[CH:22]=[CH:21][C:20]([CH3:23])=[CH:19][N:18]=2)[C:13]([F:24])=[CH:12][N:11]=1>>[F:24][C:13]1[C:14]([NH:16][C:17]2[CH:22]=[CH:21][C:20]([CH3:23])=[CH:19][N:18]=2)=[N:15][C:10]([NH:5][C:4]2[CH:6]=[CH:7][CH:8]=[C:2]([OH:1])[CH:3]=2)=[N:11][CH:12]=1. Procedure: In like manner to the preparation of N4-(3-chloro-4-trifluoromethoxyphenyl)-5-fluoro-N2-(3-hydroxyphenyl)-2,4-pyrimidineamine, the reaction of 3-hydroxyaniline with 2-chloro-5-fluoro-N4-(5-methylpyridin-2-yl)-4-pyrimidineamine gave 5-fluoro-N2-(3-hydroxyphenyl)-N4-(5-methylpyridin-2-yl)-2,4-pyrimidinediamine. 1H NMR (DMSO-d6): δ 11.39 (bs, 1H), 10.59 (bs, 1H), 8.58 (s, 1H0, 8.41 (d, 1H, J=3 Hz), 8.12 (d, 1H, J=8.7 Hz), 7.82 (d, 1H, J=8.7 Hz), 7.29 (s, 1H), 7.16 (d, 1H, J=9 Hz), 7.05 (t, 1H, J=8.... Starting materials: [Na+].S(=O)(=O)([O-])[O-].C(CCCCCCCCCCC)OCCCCCCCCCCCC.[Na+] (lauryl ether sulfate sodium), CCCCCCCCCCCCCCCCCC(=O)OCC([C@@H]1[C@@H]([C@H](CO1)O)O)O (sorbitan monostearate), polyaspartic acid. The product is OCCCCCCCCCCCCCCCC (cetanol), O(CC[*:2])[*:1] (polyoxyethylene). RXN SMILES: [Na+].S([O-])([O-])(=O)=O.C(OCCCCCCCCCCCC)CCCCCCCCCCC.[Na+].CC[CH2:35][CH2:36][CH2:37][CH2:38][CH2:39][CH2:40][CH2:41][CH2:42][CH2:43][CH2:44][CH2:45][CH2:46][CH2:47][CH2:48][CH2:49][C:50](OCC(O)[C@H]1OC[C@H](O)[C@H]1O)=[O:51]>>[OH:51][CH2:50][CH2:49][CH2:48][CH2:47][CH2:46][CH2:45][CH2:44][CH2:43][CH2:42][CH2:41][CH2:40][CH2:39][CH2:38][CH2:37][CH2:36][CH3:35] |f:0.1.2.3|. Procedure: A hand cream was prepared from 3.0% by weight of the polyaspartic acid derivative obtained in Preparation Example 3-2, 20.0% by weight of vaseline, 7.0% by weight of cetanol, 1.0% by weight of polyoxyethylene (20 moles added) lauryl ether sulfate sodium, 1.0% by weight of sorbitan monostearate, appropriate amounts of perfume and antiseptic, and the balance purified water. Starting materials: ClC1=CC2=C(N=CS2=O)C=C1 (6-chloro-benzothiazolone), C(=O)([O-])[O-].[K+].[K+] (K2CO3), BrCCCCl (1-bromo-3-chloropropane). Solvent: CC(=O)C (acetone). Yields the product ClC1=CC2=C(N(C(S2)=O)CCCCl)C=C1 (6-chloro-3-(3-chloropropyl)-2-benzothiazolone). The yield is 93.5%. Reaction SMILES: [Cl:1][C:2]1[CH:11]=[CH:10][C:5]2[N:6]=[CH:7][S:8](=O)[C:4]=2[CH:3]=1.C([O-])([O-])=[O:13].[K+].[K+].Br[CH2:19][CH2:20][CH2:21][Cl:22]>CC(C)=O>[Cl:1][C:2]1[CH:11]=[CH:10][C:5]2[N:6]([CH2:19][CH2:20][CH2:21][Cl:22])[C:7](=[O:13])[S:8][C:4]=2[CH:3]=1 |f:1.2.3|. Procedure details: A solution of 6-chloro-benzothiazolone (VIII) (55.7 g, 0.3 mol), K2CO3 (62.1 g, 0.45 mol) and 1-bromo-3-chloropropane (IX) (71 g, 0.45 mol) in acetone (600 ml) was refluxed for 16 hours. After cooling, the inorganic substance was filtered off and washed dichloromethane. The filtrate and washings were combined and evaporated in vacuo. The residue was washed with hexane and recrystallized from dichloromethane to obtain compound (X) (73.5 g, yield=93.4%) as colorless needle-shaped crystals.